Dataset: the Open Reaction Database (ORD), a public repository of structured organic reaction records. Task: describe an organic reaction: reactants, conditions, products, and yield Procedure: A three necked flask having a capacity of 300 ml and equipped with a stirrer, a thermometer, a heating jacket and a charge inlet, 32 g of a 30% sodium hydroxide aqueous solution and 57 g of water were charged, and with stirring, 25 g of 9,10-anthracenedione was charged and suspended, whereupon air in the flask was substituted by nitrogen. While stirring the content in this flask, 130 g of an aqueous solution of a sodium salt of 1,4-dihydro-9,10-dihydroxyanthracene (22% as the concentration of an... The reactants are aqueous solution, [Na] (sodium), OC=1C2=CC=CC=C2C(=C2CC=CCC12)O (1,4-dihydro-9,10-dihydroxyanthracene), C1(C(C=CC2=CC3=CC=CC=C3C=C12)=O)=O (anthracenedione), C1=CC=CC=2C(C3=CC=CC=C3C(C12)=O)=O (9,10-anthracenedione), [OH-].[Na+] (sodium hydroxide). Reaction SMILES: [OH-].[Na+].[CH:3]1[C:16]2[C:15](=[O:17])[C:14]3[C:9](=[CH:10][CH:11]=[CH:12][CH:13]=3)[C:8](=[O:18])[C:7]=2[CH:6]=[CH:5][CH:4]=1.[Na:19].OC1C2C(C(O)=C3C=1CC=CC3)=CC=CC=2.C1(=O)C2C(=CC3C(C=2)=CC=CC=3)C=CC1=O>O>[Na:19].[CH:10]1[C:9]2[C:14](=[C:15]([OH:17])[C:16]3[C:7]([C:8]=2[OH:18])=[CH:6][CH:5]=[CH:4][CH:3]=3)[CH:13]=[CH:12][CH:11]=1 |f:0.1,^1:18,52|. Solvent: O (water). The product is [Na] (sodium), C1=CC=CC2=C(C3=CC=CC=C3C(=C12)O)O (9,10-anthracenediol). Run at temperature 87.5 celsius. The reactants are [OH-].[Na+] (NaOH), COC(CC1=CSC2=C1C(=CC(=C2)OCC2=CC(=NN2C)C)C)=O (methyl(6-((1,3-dimethyl-1H-pyrazol-5-yl)methoxy)-4-methyl-1-benzothiophen-3-yl)acetate), Cl (HCl). Solvent: CCO (EtOH). The product is CN1N=C(C=C1COC1=CC2=C(C(=CS2)CC(=O)O)C(=C1)C)C ((6-((1,3-Dimethyl-1H-pyrazol-5-yl)methoxy)-4-methyl-1-benzothiophen-3-yl)acetic acid). Yield: 79.5%. As a reaction SMILES: C[O:2][C:3](=[O:24])[CH2:4][C:5]1[C:9]2[C:10]([CH3:23])=[CH:11][C:12]([O:14][CH2:15][C:16]3[N:20]([CH3:21])[N:19]=[C:18]([CH3:22])[CH:17]=3)=[CH:13][C:8]=2[S:7][CH:6]=1.[OH-].[Na+].Cl>CCO>[CH3:21][N:20]1[C:16]([CH2:15][O:14][C:12]2[CH:11]=[C:10]([CH3:23])[C:9]3[C:5]([CH2:4][C:3]([OH:24])=[O:2])=[CH:6][S:7][C:8]=3[CH:13]=2)=[CH:17][C:18]([CH3:22])=[N:19]1 |f:1.2|. Reported procedure: To a mixture of methyl(6-((1,3-dimethyl-1H-pyrazol-5-yl)methoxy)-4-methyl-1-benzothiophen-3-yl)acetate (143 mg) and EtOH (2 mL) was added 1N NaOH (0.42 mL) at room temperature, and the mixture was refluxed for 30 min. The mixture was neutralized with 1N HCl at room temperature and extracted with EtOAc. The organic layer was separated, washed with brine, dried over MgSO4 and concentrated in vacuo. The residual solid was crystallized from EtOAc-hexane to give the title compound (109 mg). Starting materials: CCC1(O)C2CC3CC(C2)CC1C3, Cc1ccccc1, Cc1ccc(S(=O)(=O)O)cc1. Yields the product CC=C1C2CC3CC(C2)CC1C3. RXN SMILES: [CH2:1]([CH3:2])[C:3]1([OH:13])[CH:4]2[CH2:5][CH:6]3[CH2:7][CH:8]([CH2:9][CH:10]1[CH2:11]3)[CH2:12]2.[CH3:25][c:26]1[cH:27][cH:28][cH:29][cH:30][cH:31]1.[c:14]1([CH3:15])[cH:16][cH:17][c:18]([S:19]([OH:20])(=[O:21])=[O:22])[cH:23][cH:24]1>>[CH:1]([CH3:2])=[C:3]1[CH:4]2[CH2:5][CH:6]3[CH2:7][CH:8]([CH2:9][CH:10]1[CH2:11]3)[CH2:12]2. The reactants are [H-].[Na+] (NaH), NC1=NC=C(N=C1)[Sn](CCCC)(CCCC)CCCC (2-amino-5-(tri-n-butylstannyl)pyrazine), CS(=O)(=O)Cl (methylsulfonyl chloride). The solvent is C1CCOC1 (THF). Reaction conditions: time 30 minute. The product is CS(=O)(=O)NC1=NC=C(N=C1)[Sn](CCCC)(CCCC)CCCC (2-methylsulfonylamino-5-(tri-n-butylstannyl)pyrazine). The yield is 8.3%. As a reaction SMILES: [H-].[Na+].[NH2:3][C:4]1[CH:9]=[N:8][C:7]([Sn:10]([CH2:19][CH2:20][CH2:21][CH3:22])([CH2:15][CH2:16][CH2:17][CH3:18])[CH2:11][CH2:12][CH2:13][CH3:14])=[CH:6][N:5]=1.[CH3:23][S:24](Cl)(=[O:26])=[O:25]>C1COCC1>[CH3:23][S:24]([NH:3][C:4]1[CH:9]=[N:8][C:7]([Sn:10]([CH2:15][CH2:16][CH2:17][CH3:18])([CH2:19][CH2:20][CH2:21][CH3:22])[CH2:11][CH2:12][CH2:13][CH3:14])=[CH:6][N:5]=1)(=[O:26])=[O:25] |f:0.1|. Procedure details: NaH (60%, 20 mg) was added into a solution of 2-amino-5-(tri-n-butylstannyl)pyrazine (0.2 g) in THF (30 mL) at room temperature. After the mixture stirred at room temperature for 30 minutes, to it was added methylsulfonyl chloride (63 mg). The reaction mixture was stirred at room temperature over 8 hours. The reaction was quenched with aqueous ammonium chloride solution. The organic layer was separated, and the aqueous layer was extracted with ethyl acetate (3×100 mL). The combined organic extra... The solvent is CN(C)C=O (DMF). Reactants: NCCN1C(C(=C(C2=NC=C(C=C12)CC1=CC=C(C=C1)F)O)C(=O)NCCOCCO)=O (1-(2-aminoethyl)-7-[(4-fluorophenyl)methyl]-4-hydroxy-N-{2-[(2-hydroxyethyl)oxy]ethyl}-2-oxo-1,2-dihydro-1,5-naphthyridine-3-carboxamide), C(C)(C)N(CC)C(C)C (diisopropyl ethylamine), CS(=O)(=O)Cl (methanesulfonyl chloride). Procedure details: A solution of 1-(2-aminoethyl)-7-[(4-fluorophenyl)methyl]-4-hydroxy-N-{2-[(2-hydroxyethyl)oxy]ethyl}-2-oxo-1,2-dihydro-1,5-naphthyridine-3-carboxamide (0.025 g, 0.052 mmol) and diisopropyl ethylamine (0.05 mL, 0.29 mmol) in DMF (5 mL) under nitrogen was treated with methanesulfonyl chloride (0.0053 mL, 0.068 mmol) at 40° C. for 1 h then 3½ h at ambient temperature. The reaction was concentrated in vacuo and the resulting residue was triturated with Et2O:MeOH, filtered, washed with 2:1 Et2O:MeOH.... Reaction SMILES: [NH2:1][CH2:2][CH2:3][N:4]1[C:13]2[C:8](=[N:9][CH:10]=[C:11]([CH2:14][C:15]3[CH:20]=[CH:19][C:18]([F:21])=[CH:17][CH:16]=3)[CH:12]=2)[C:7]([OH:22])=[C:6]([C:23]([NH:25][CH2:26][CH2:27][O:28][CH2:29][CH2:30][OH:31])=[O:24])[C:5]1=[O:32].C(N(C(C)C)CC)(C)C.[CH3:42][S:43](Cl)(=[O:45])=[O:44]>CN(C=O)C>[F:21][C:18]1[CH:17]=[CH:16][C:15]([CH2:14][C:11]2[CH:12]=[C:13]3[C:8]([C:7]([OH:22])=[C:6]([C:23]([NH:25][CH2:26][CH2:27][O:28][CH2:29][CH2:30][OH:31])=[O:24])[C:5](=[O:32])[N:4]3[CH2:3][CH2:2][NH:1][S:43]([CH3:42])(=[O:45])=[O:44])=[N:9][CH:10]=2)=[CH:20][CH:19]=1. Product: FC1=CC=C(C=C1)CC1=CN=C2C(=C(C(N(C2=C1)CCNS(=O)(=O)C)=O)C(=O)NCCOCCO)O (7-[(4-fluorophenyl)methyl]-4-hydroxy-N-{2-[(2-hydroxyethyl)oxy]ethyl}-1-{2-[(methylsulfonyl)amino]ethyl}-2-oxo-1,2-dihydro-1,5-naphthyridine-3-carboxamide). Starting materials: COC(Cl)Cl, [Cl-], [Cl-], [Cl-], [Cl-], ClCCl, COC(=O)CCCCCC(c1ccc(F)cc1)c1c(C)cc(C)c(C)c1O, [Ti+4]. The product is COC(=O)CCCCCC(c1ccc(F)cc1)c1c(C)c(C=O)c(C)c(C)c1O. As a reaction SMILES: [CH3:28][O:29][CH:30]([Cl:31])[Cl:32].[Cl-:36].[Cl-:37].[Cl-:38].[Cl-:39].[Cl:33][CH2:34][Cl:35].[F:1][c:2]1[cH:3][cH:4][c:5]([CH:8]([CH2:9][CH2:10][CH2:11][CH2:12][CH2:13][C:14](=[O:15])[O:16][CH3:17])[c:18]2[c:19]([OH:27])[c:20]([CH3:26])[c:21]([CH3:25])[cH:22][c:23]2[CH3:24])[cH:6][cH:7]1.[Ti+4:40]>>[F:1][c:2]1[cH:3][cH:4][c:5]([CH:8]([CH2:9][CH2:10][CH2:11][CH2:12][CH2:13][C:14](=[O:15])[O:16][CH3:17])[c:18]2[c:19]([OH:27])[c:20]([CH3:26])[c:21]([CH3:25])[c:22]([CH:28]=[O:29])[c:23]2[CH3:24])[cH:6][cH:7]1. The reactants are COC(=O)C1=NC(=C(C(=C1NC1=C(C=CC=C1)F)F)Cl)C(C)=O (6-acetyl-5-chloro-4-fluoro-3-(2-fluorophenylamino)-pyridine-2-carboxylic acid methyl ester), CC(C)=NO (acetone oxime), [K] (potassium), CC(C)=NN (acetone hydrazone). Product: COC(=O)C=1C(=C(C=2C(N1)=C(NN2)C)F)NC2=C(C=CC=C2)F (7-fluoro-6-(2-fluorophenylamino)-3-methyl-2H-pyrazolo[4,3-b]pyridine-5-carboxylic acid methyl ester). As a reaction SMILES: [CH3:1][O:2][C:3]([C:5]1[C:10]([NH:11][C:12]2[CH:17]=[CH:16][CH:15]=[CH:14][C:13]=2[F:18])=[C:9]([F:19])[C:8](Cl)=[C:7]([C:21](=O)[CH3:22])[N:6]=1)=[O:4].[K].CC(=[N:28][NH2:29])C.CC(=NO)C>>[CH3:1][O:2][C:3]([C:5]1[C:10]([NH:11][C:12]2[CH:17]=[CH:16][CH:15]=[CH:14][C:13]=2[F:18])=[C:9]([F:19])[C:8]2[C:7](=[C:21]([CH3:22])[NH:28][N:29]=2)[N:6]=1)=[O:4] |^1:23|. Procedure details: The title compound is prepared from 6-acetyl-5-chloro-4-fluoro-3-(2-fluorophenylamino)-pyridine-2-carboxylic acid methyl ester (prepared in Example 8) and the potassium salt of acetone hydrazone in place of the potassium salt of acetone oxime by the method previously described in step H of Example 8. Starting materials: Cl.CN(CCCN=C=NCC)C (1-(3-dimethylaminopropyl)-3-ethylcarbodiimide hydrochloride), ClC=1C=C2C=C(NC2=CC1)C(=O)N[C@H]([C@H](C(=O)O)O)CC1=CC=CC=C1 ((αR,βS)-β-[[(5-chloro-1H-indol-2-yl)carbonyl]amino]-α-hydroxy-benzenebutanoic acid), C(C)(C)N(C(C)C)CC (N,N-diisopropylethylamine), N1CC=CC1 (3-pyrroline), O.ON1N=NC2=C1C=CC=C2 (1-hydroxybenzotriazole hydrate). Solvent: C(C)(=O)OCC (ethyl acetate), O (water), O1CCCC1 (tetrahydrofuran). Conditions: temperature 20 celsius, time 24 hour. The product is ClC=1C=C2C=C(NC2=CC1)C(=O)N[C@H]([C@H](C(=O)N1CC=CC1)O)CC1=CC=CC=C1 (5-Chloro-N-[(1S,2R)-3-(2,5-dihydro-1H-pyrrol-1-yl)-2-hydroxy-3-oxo-1-(phenylmethyl)propyl]-1H-indole-2-carboxamide). Isolated yield 92.7%. As a reaction SMILES: [Cl:1][C:2]1[CH:3]=[C:4]2[C:8](=[CH:9][CH:10]=1)[NH:7][C:6]([C:11]([NH:13][C@@H:14]([CH2:20][C:21]1[CH:26]=[CH:25][CH:24]=[CH:23][CH:22]=1)[C@@H:15]([OH:19])[C:16]([OH:18])=O)=[O:12])=[CH:5]2.[NH:27]1[CH2:31][CH:30]=[CH:29][CH2:28]1.O.ON1C2C=CC=CC=2N=N1.C(N(CC)C(C)C)(C)C.Cl.CN(C)CCCN=C=NCC>O1CCCC1.C(OCC)(=O)C.O>[Cl:1][C:2]1[CH:3]=[C:4]2[C:8](=[CH:9][CH:10]=1)[NH:7][C:6]([C:11]([NH:13][C@@H:14]([CH2:20][C:21]1[CH:26]=[CH:25][CH:24]=[CH:23][CH:22]=1)[C@@H:15]([OH:19])[C:16]([N:27]1[CH2:31][CH:30]=[CH:29][CH2:28]1)=[O:18])=[O:12])=[CH:5]2 |f:2.3,5.6|. Reported procedure: A 5.00 g (0.0134 mmol) sample of (αR,βS)-β-[[(5-chloro-1H-indol-2-yl)carbonyl]amino]-α-hydroxy-benzenebutanoic acid (Ia) (prepared according to the methods disclosed in the aforementioned U.S. Pat. Nos. 6,107,329, 6,277,877, and 6,297,269) and 3-pyrroline (1.11 g, 0.015 mmol) (Aldrich Chemical Co., Milwaukee, Wis.) were slurried in 100 ml of tetrahydrofuran at a temperature of between 20° and 25° C. The mixture was treated with 0.6 g (0.33 equiv.) of 1-hydroxybenzotriazole hydrate (HOBT) and the...